Dataset: the Open Reaction Database (ORD), a public repository of structured organic reaction records. Task: describe an organic reaction: reactants, conditions, products, and yield Starting materials: BrC1=C(CN2CCN(CC2)C)C=CC(=C1)[N+](=O)[O-] (1-(2-bromo-4-nitrobenzyl)-4-methylpiperazine), C1(CC1)B(O)O (cyclopropylboronic acid), [O-]P(=O)([O-])[O-].[K+].[K+].[K+] (K3PO4), C1(CCCCC1)P(C1CCCCC1)C1CCCCC1 (tricyclohexylphosphine). Reagents/catalysts: CC(=O)[O-].CC(=O)[O-].[Pd+2] (Pd(OAc)2). Run in C1(=CC=CC=C1)C.O (toluene water). The product is C1(CC1)C1=C(CN2CCN(CC2)C)C=CC(=C1)[N+](=O)[O-] (1-(2-Cyclopropyl-4-nitrobenzyl)-4-methylpiperazine). The yield is 96.8%. As a reaction SMILES: Br[C:2]1[CH:15]=[C:14]([N+:16]([O-:18])=[O:17])[CH:13]=[CH:12][C:3]=1[CH2:4][N:5]1[CH2:10][CH2:9][N:8]([CH3:11])[CH2:7][CH2:6]1.[CH:19]1(B(O)O)[CH2:21][CH2:20]1.[O-]P([O-])([O-])=O.[K+].[K+].[K+].C1(P(C2CCCCC2)C2CCCCC2)CCCCC1>C1(C)C=CC=CC=1.O.CC([O-])=O.CC([O-])=O.[Pd+2]>[CH:19]1([C:2]2[CH:15]=[C:14]([N+:16]([O-:18])=[O:17])[CH:13]=[CH:12][C:3]=2[CH2:4][N:5]2[CH2:10][CH2:9][N:8]([CH3:11])[CH2:7][CH2:6]2)[CH2:21][CH2:20]1 |f:2.3.4.5,7.8,9.10.11|. Procedure: A mixture of 1-(2-bromo-4-nitrobenzyl)-4-methylpiperazine (0.94 g, 3.0 mmol), 0.77 g (9.0 mmol) of cyclopropylboronic acid, 0.067 g (0.30 mmol) of Pd(OAc)2, 2.87 g (13.5 mmol) of K3PO4, and 0.168 g (0.60 mmol) of tricyclohexylphosphine in 18 mL of toluene/water (5:1) was heated at reflux under an atmosphere of N2 for 19 h. The reaction mixture was concentrated and the crude product was purified by silica gel chromatography (eluted with 5% MeOH/DCM; MeOH was pre-saturated with ammonia gas) to pro... The reactants are O=C1NC2=CC[C@H]3[C@@H]4CC[C@@H]([C@@]4(C)CC[C@@H]3[C@]2(CC1)C)C(=O)O (3-oxo-4-azaandrost-5-ene-17β-carboxylic acid), S1C(=CC=C1)C(C)(C)N (1-(2-thienyl)-1-methylethylamine). Yields the product S1C(=CC=C1)C(C)(C)NC(=O)[C@@H]1[C@]2(C)[C@@H](CC1)[C@@H]1CC=C3NC(CC[C@]3(C)[C@H]1CC2)=O (N-[1-(2-Thienyl)-1-methylethyl]-3-oxo-4-azaandrost-5-ene-17β-carboxamide). Isolated yield 27.0%. Reaction SMILES: [O:1]=[C:2]1[CH2:19][CH2:18][C@@:17]2([CH3:20])[C:4](=[CH:5][CH2:6][C@@H:7]3[C@@H:16]2[CH2:15][CH2:14][C@@:12]2([CH3:13])[C@H:8]3[CH2:9][CH2:10][C@@H:11]2[C:21]([OH:23])=O)[NH:3]1.[S:24]1[CH:28]=[CH:27][CH:26]=[C:25]1[C:29]([NH2:32])([CH3:31])[CH3:30]>>[S:24]1[CH:28]=[CH:27][CH:26]=[C:25]1[C:29]([NH:32][C:21]([C@H:11]1[CH2:10][CH2:9][C@H:8]2[C@H:7]3[C@H:16]([CH2:15][CH2:14][C@:12]12[CH3:13])[C@:17]1([CH3:20])[C:4]([NH:3][C:2](=[O:1])[CH2:19][CH2:18]1)=[CH:5][CH2:6]3)=[O:23])([CH3:31])[CH3:30]. Reported procedure: The title compound was prepared in a yield of 27% in a similar manner to that described in Example 2 by reacting 3-oxo-4-azaandrost-5-ene-17β-carboxylic acid and 1-(2-thienyl)-1-methylethylamine. Starting materials: C(C)(C)(C)OC(=O)NCC=1C=C(C=CC1)C=CC(=O)OC (methyl 3-[3-(tert-butoxycarbonyl aminomethyl)phenyl]-2-propenoate), C([O-])([O-])=O.[Na+].[Na+] (sodium carbonate), O (water). Solvent: CO (methanol). Reaction conditions: temperature 0 celsius. Product: C(C)(C)(C)OC(=O)NCC=1C=C(C=CC1)C=CC(=O)O (3-[3-(tert-butoxycarbonylaminomethyl)phenyl]-2-propenoic acid). The yield is 90.7%. Reaction SMILES: [C:1]([O:5][C:6]([NH:8][CH2:9][C:10]1[CH:11]=[C:12]([CH:16]=[CH:17][C:18]([O:20]C)=[O:19])[CH:13]=[CH:14][CH:15]=1)=[O:7])([CH3:4])([CH3:3])[CH3:2].C(=O)([O-])[O-].[Na+].[Na+].O>CO>[C:1]([O:5][C:6]([NH:8][CH2:9][C:10]1[CH:11]=[C:12]([CH:16]=[CH:17][C:18]([OH:20])=[O:19])[CH:13]=[CH:14][CH:15]=1)=[O:7])([CH3:4])([CH3:2])[CH3:3] |f:1.2.3|. Procedure: After a stirred mixture of 4.06 g (14 mmol) of methyl 3-[3-(tert-butoxycarbonyl aminomethyl)phenyl]-2-propenoate, 3.0 g (28.3 mmol) of sodium carbonate, 75 ml of water and 75 ml of methanol was heated at reflux for 5 hours, the produced methanol was distilled off and the solution was cooled to 0° C. and acidified with 1N hydrochloric acid. The resulting mixture was extrated with ethyl acetate. The extracts were washed with brine, dried (Na2SO4) and concentrated. Recrystallization of the residual... Starting materials: CCN=C=NCCCN(C)C, CCN(C(C)C)C(C)C, Clc1cncc(OC2CCNCC2)c1, Cl, Cl, CN(C)C=O, O, On1nnc2ccccc21, O=C(O)CNC(=O)c1cc(-c2ccccc2)[nH]n1. Yields the product O=C(NCC(=O)N1CCC(Oc2cncc(Cl)c2)CC1)c1cc(-c2ccccc2)[nH]n1. As a reaction SMILES: [CH3:38][CH2:39][N:40]=[C:41]=[N:42][CH2:43][CH2:44][CH2:45][N:46]([CH3:47])[CH3:48].[CH:1]([N:2]([CH2:3][CH3:4])[CH:5]([CH3:6])[CH3:7])([CH3:8])[CH3:9].[Cl:51][c:52]1[cH:53][n:54][cH:55][c:56]([O:58][CH:59]2[CH2:60][CH2:61][NH:62][CH2:63][CH2:64]2)[cH:57]1.[ClH:49].[ClH:50].[O:65]=[CH:66][N:67]([CH3:68])[CH3:69].[OH2:70].[OH:28][n:29]1[c:30]2[c:31]([cH:32][cH:33][cH:34][cH:35]2)[n:36][n:37]1.[c:10]1(-[c:16]2[cH:17][c:18]([C:21](=[O:22])[NH:23][CH2:24][C:25](=[O:26])[OH:27])[n:19][nH:20]2)[cH:11][cH:12][cH:13][cH:14][cH:15]1>>[c:10]1(-[c:16]2[cH:17][c:18]([C:21](=[O:22])[NH:23][CH2:24][C:25](=[O:27])[N:62]3[CH2:61][CH2:60][CH:59]([O:58][c:56]4[cH:55][n:54][cH:53][c:52]([Cl:51])[cH:57]4)[CH2:64][CH2:63]3)[n:19][nH:20]2)[cH:11][cH:12][cH:13][cH:14][cH:15]1. The solvent is C(Cl)(Cl)Cl (chloroform), C(C)N(CC)CC (triethylamine), C(Cl)(Cl)Cl (chloroform), O (water). Reaction conditions: time 2.5 hour. RXN SMILES: [NH:1]1[CH2:5][CH2:4][CH2:3][C:2]1=O.P(Cl)(Cl)(Cl)=O.[Cl:12][C:13]1[CH:14]=[C:15]([NH2:23])[C:16](=[C:20]([Cl:22])[CH:21]=1)[C:17](O)=[O:18].N1C2C(=CC=CC=2)C(=O)C1=O.OO.ClC1C=CC=C(C(O)=O)C=1N.C(=O)([O-])[O-].[K+].[K+]>C(Cl)(Cl)Cl.O.C(N(CC)CC)C>[Cl:12][C:13]1[CH:21]=[C:20]([Cl:22])[C:16]2[C:17](=[O:18])[N:1]3[CH2:5][CH2:4][CH2:3][C:2]3=[N:23][C:15]=2[CH:14]=1 |f:6.7.8|. The reactants are ClC1=C(C(C(=O)O)=CC=C1)N (3-chloroanthranilic acid), N1C(=O)C(=O)C2=CC=CC=C12 (isatine), OO (hydrogen peroxide), N1C(CCC1)=O (2-pyrrolidinone), P(=O)(Cl)(Cl)Cl (phosphorus oxychloride), C([O-])([O-])=O.[K+].[K+] (potassium carbonate), solid, ClC=1C=C(C(C(=O)O)=C(C1)Cl)N (4,6-dichloroanthranilic acid). Yield: 24.2%. Reported procedure: To a stirred solution of 2.5 g of 2-pyrrolidinone (Aldrich) in 100 mL of chloroform was added 4.5 g of phosphorus oxychloride at room temperature. The mixture was stirred for 2.5 hours at room temperature. To the above mixture was then added dropwise a solution of 5 g of 4,6-dichloroanthranilic acid (prepared from the corresponding isatine: T. Sandmeyer, Helv. Chim. Acta, 2:234 (1919), by oxidation with alkaline hydrogen peroxide, following the procedure described by Baker, et al, J. Org. Chem.,... The product is ClC=1C=C(C=2C(N3C(=NC2C1)CCC3)=O)Cl (6,8-dichloro-2,3-dihydropyrrolo[2,1-b]quinazolin-9(1H)-one). Reactants: C1CCOC1, CCO, Cl, CCOC(=O)c1cnn(-c2nc3cc(-c4ccncc4F)c(-c4cccnc4)nc3[nH]2)c1, [Na+], [OH-]. The product is O=C(O)c1cnn(-c2nc3cc(-c4ccncc4F)c(-c4cccnc4)nc3[nH]2)c1. RXN SMILES: [CH2:36]1[O:37][CH2:38][CH2:39][CH2:40]1.[CH3:41][CH2:42][OH:43].[ClH:35].[F:1][c:2]1[cH:3][n:4][cH:5][cH:6][c:7]1-[c:8]1[cH:9][c:10]2[c:11]([n:12][c:13]1-[c:14]1[cH:15][n:16][cH:17][cH:18][cH:19]1)[nH:20][c:21](-[n:23]1[n:24][cH:25][c:26]([C:28](=[O:29])[O:30][CH2:31][CH3:32])[cH:27]1)[n:22]2.[Na+:34].[OH-:33]>>[F:1][c:2]1[cH:3][n:4][cH:5][cH:6][c:7]1-[c:8]1[cH:9][c:10]2[c:11]([n:12][c:13]1-[c:14]1[cH:15][n:16][cH:17][cH:18][cH:19]1)[nH:20][c:21](-[n:23]1[n:24][cH:25][c:26]([C:28](=[O:29])[OH:30])[cH:27]1)[n:22]2.